describe an organic reaction: reactants, conditions, products, and yield From a dataset of the Open Reaction Database (ORD), a public repository of structured organic reaction records. Starting materials: solution, Cl (hydrogen chloride), C(C)N(CCOCCC1=CC2=C(SC(=C2)C(=O)O)C=C1)CC (5-{2-[2-(diethylamino)ethoxy]ethyl}-benzo[b]thiophen-2-carboxylic acid). Solvent: C(C)O (ethanol), C(C)O (ethanol), C(C)(=O)OCC (ethyl acetate). Reaction conditions: time 2 hour. Yields the product Cl.C(C)N(CCOCCC1=CC2=C(SC(=C2)C(=O)O)C=C1)CC (5-{2-[2-(diethylamino)ethoxy]ethyl}-benzo[b]thiophene-2-carboxylic acid hydrochloride). Reaction SMILES: [CH2:1]([N:3]([CH2:21][CH3:22])[CH2:4][CH2:5][O:6][CH2:7][CH2:8][C:9]1[CH:20]=[CH:19][C:12]2[S:13][C:14]([C:16]([OH:18])=[O:17])=[CH:15][C:11]=2[CH:10]=1)[CH3:2].[ClH:23]>C(O)C.C(OCC)(=O)C>[ClH:23].[CH2:21]([N:3]([CH2:1][CH3:2])[CH2:4][CH2:5][O:6][CH2:7][CH2:8][C:9]1[CH:20]=[CH:19][C:12]2[S:13][C:14]([C:16]([OH:18])=[O:17])=[CH:15][C:11]=2[CH:10]=1)[CH3:22] |f:4.5|. Procedure details: In 20 mL of ethanol is dissolved 1.90 g of 5-{2-[2-(diethylamino)ethoxy]ethyl}-benzo[b]thiophen-2-carboxylic acid, to which is added 5.6 mL of 1.38 mol/L solution of dry hydrogen chloride in ethanol. The resulting mixture is stirred at ambient temperature for 2 hours, and diluted with 20 mL of ethyl acetate. The deposited crystal is collected by filtration, washed with ethyl acetate and dried to obtain 1.51 g of 5-{2-[2-(diethylamino)ethoxy]ethyl}-benzo[b]thiophene-2-carboxylic acid hydrochlorid... Reaction SMILES: [CH2:24]([CH3:25])[c:26]1[c:27]([C:32](=[O:33])[OH:34])[c:28]([CH3:31])[n:29][o:30]1.[NH2:1][c:2]1[s:3][c:4](-[c:17]2[cH:18][c:19]([F:23])[cH:20][cH:21][cH:22]2)[c:5]([C:7](=[O:8])[N:9]2[CH:10]3[CH2:11][CH:12]3[CH2:13][CH:14]2[CH2:15][NH2:16])[n:6]1>>[NH2:1][c:2]1[s:3][c:4](-[c:17]2[cH:18][c:19]([F:23])[cH:20][cH:21][cH:22]2)[c:5]([C:7](=[O:8])[N:9]2[CH:10]3[CH2:11][CH:12]3[CH2:13][CH:14]2[CH2:15][NH:16][C:32]([c:27]2[c:26]([CH2:24][CH3:25])[o:30][n:29][c:28]2[CH3:31])=[O:33])[n:6]1. The reactants are CCc1onc(C)c1C(=O)O, NCC1CC2CC2N1C(=O)c1nc(N)sc1-c1cccc(F)c1. Product: CCc1onc(C)c1C(=O)NCC1CC2CC2N1C(=O)c1nc(N)sc1-c1cccc(F)c1. Starting materials: C(#N)C1=CC=C(C=C1)O (4-cyanophenol), C(=O)([O-])[O-].[K+].[K+] (K2CO3), FC1=CC=C(CBr)C=C1 (4-fluorobenzylbromide). The solvent is CC(=O)C (acetone). Product: FC1=CC=C(COC2=CC=C(C#N)C=C2)C=C1 (4-(4-Fluorobenzyloxy)benzonitrile). The yield is 81.4%. As a reaction SMILES: [C:1]([C:3]1[CH:8]=[CH:7][C:6]([OH:9])=[CH:5][CH:4]=1)#[N:2].C([O-])([O-])=O.[K+].[K+].[F:16][C:17]1[CH:24]=[CH:23][C:20]([CH2:21]Br)=[CH:19][CH:18]=1>CC(C)=O>[F:16][C:17]1[CH:24]=[CH:23][C:20]([CH2:21][O:9][C:6]2[CH:7]=[CH:8][C:3]([C:1]#[N:2])=[CH:4][CH:5]=2)=[CH:19][CH:18]=1 |f:1.2.3|. Procedure: A mixture of 4-cyanophenol (11.91 g, 100.0 mmol), K2CO3 (55.20 g, 400.0 mmol), and 4-fluorobenzylbromide (22.68 g, 120.0 mmol) were heated in acetone (400 mL) at reflux (5 h). The volatiles were evaporated and the residue was diluted in CH2Cl2 (300 mL), and then washed with H2O (500 mL), dried (MgSO4), and concentrated in vacuo. The solid was recrystallized with MeOH to give white needles (18.50 g, 81%): Rf=0.89 (hexanes/EtOAc 911); mp 82-83° C.; 1H NMR (CDCl3) δ 5.07 (s, CH2O), 7.01 (d, J=9.0 H... Reactants: N1=CC(=CC=C1)C=1[C@]2(C)[C@@H](CC1)[C@@H]1CC[C@H]3C[C@@H](CC[C@]3(C)[C@H]1CC2)O (17-(3-Pyridyl)-5α-androst-16-en-3α-ol), solvent, CC([O-])C.[Al+3].CC([O-])C.CC([O-])C (aluminium isopropoxide). Solvent: C1(=CC=CC=C1)C (toluene), C1(CCCCC1)=O (cyclohexanone), C(C)OCC (diethyl ether). Run at temperature 90 celsius. Product: N1=CC(=CC=C1)C=1[C@]2(C)[C@@H](CC1)[C@@H]1CC[C@H]3CC(CC[C@]3(C)[C@H]1CC2)=O (17-(3-Pyridyl)-5α-androst-16-en-3-one). The yield is 85.8%. Reaction SMILES: [N:1]1[CH:6]=[CH:5][CH:4]=[C:3]([C:7]2[C@:8]3([CH2:25][CH2:24][C@H:23]4[C@@H:13]([CH2:14][CH2:15][C@@H:16]5[C@:21]4([CH3:22])[CH2:20][CH2:19][C@@H:18]([OH:26])[CH2:17]5)[C@@H:10]3[CH2:11][CH:12]=2)[CH3:9])[CH:2]=1.CC(C)[O-].[Al+3].CC(C)[O-].CC(C)[O-]>C1(C)C=CC=CC=1.C1(=O)CCCCC1.C(OCC)C>[N:1]1[CH:6]=[CH:5][CH:4]=[C:3]([C:7]2[C@:8]3([CH2:25][CH2:24][C@H:23]4[C@@H:13]([CH2:14][CH2:15][C@@H:16]5[C@:21]4([CH3:22])[CH2:20][CH2:19][C:18](=[O:26])[CH2:17]5)[C@@H:10]3[CH2:11][CH:12]=2)[CH3:9])[CH:2]=1 |f:1.2.3.4|. Reported procedure: From a solution of 17-(3-Pyridyl)-5α-androst-16-en-3α-ol (1.05g, 3.0 mmol) in dry toluene (60 ml) and cyclohexanone (10 ml) was distilled off part of the solvent (20 ml) to eliminate moisture. After allowing to cool to 90° C., aluminium isopropoxide (1.02 g, 5.0 mmol) was added and the mixture heated under reflux for 90 min. then allowed to cool. The mixture was diluted with diethyl ether (250 ml), washed with aqueous trisodium citrate (15% w/v; 2×30 ml), dried (Na2CO3), and concentrated. Chroma...